This data is from the Open Reaction Database (ORD), a public repository of structured organic reaction records. The task is: describe an organic reaction: reactants, conditions, products, and yield Starting materials: Cl.ClCCN1CCOCC1 (N-(2-chloroethyl)morpholine hydrochloride), OC=1C=C(C=O)C=CC1OC (3-hydroxy-4-methoxybenzaldehyde), C(=O)([O-])[O-].[K+].[K+] (K2CO3). Run in CC#N (CH3CN), CC#N (CH3CN). Product: COC1=C(C=C(C=O)C=C1)OCCN1CCOCC1 (4-methoxy-3-[2-(4-morpholinyl)ethoxy]benzaldehyde). RXN SMILES: [OH:1][C:2]1[CH:3]=[C:4]([CH:7]=[CH:8][C:9]=1[O:10][CH3:11])[CH:5]=[O:6].C([O-])([O-])=O.[K+].[K+].Cl.Cl[CH2:20][CH2:21][N:22]1[CH2:27][CH2:26][O:25][CH2:24][CH2:23]1>CC#N>[CH3:11][O:10][C:9]1[CH:8]=[CH:7][C:4]([CH:5]=[O:6])=[CH:3][C:2]=1[O:1][CH2:20][CH2:21][N:22]1[CH2:27][CH2:26][O:25][CH2:24][CH2:23]1 |f:1.2.3,4.5|. Procedure details: To a solution of 3-hydroxy-4-methoxybenzaldehyde (8.56 g, 56.26 mmol) in CH3CN (50 ml) was added K2CO3 (17.1 g) with CH3CN (20 ml), followed 20 minutes later by N-(2-chloroethyl)morpholine hydrochloride (11.52 g). The reaction mixture was refluxed overnight, and then was cooled to room temperature, filtered, and the solvent was stripped to give, as an amber oil, 4-methoxy-3-[2-(4-morpholinyl)ethoxy]benzaldehyde. Reactants: COC(=O)c1ccc(CBr)cc1, [H-], O=C1Nc2ccccc2C12COc1cc3c(cc12)OCCO3, [Na+], C1CCOC1. Product: COC(=O)c1ccc(CN2C(=O)C3(COc4cc5c(cc43)OCCO5)c3ccccc32)cc1. RXN SMILES: [Br:25][CH2:26][c:27]1[cH:28][cH:29][c:30]([C:31](=[O:32])[O:33][CH3:34])[cH:35][cH:36]1.[H-:23].[NH:1]1[C:2](=[O:22])[C:3]2([CH2:4][O:5][c:6]3[cH:7][c:8]4[c:9]([cH:14][c:15]32)[O:10][CH2:11][CH2:12][O:13]4)[c:16]2[cH:17][cH:18][cH:19][cH:20][c:21]21.[Na+:24].[O:37]1[CH2:38][CH2:39][CH2:40][CH2:41]1>>[N:1]1([CH2:26][c:27]2[cH:28][cH:29][c:30]([C:31](=[O:32])[O:33][CH3:34])[cH:35][cH:36]2)[C:2](=[O:22])[C:3]2([CH2:4][O:5][c:6]3[cH:7][c:8]4[c:9]([cH:14][c:15]32)[O:10][CH2:11][CH2:12][O:13]4)[c:16]2[cH:17][cH:18][cH:19][cH:20][c:21]21. Starting materials: Br, Br, Br, CC(=O)O, CCc1cc(O)c(F)cc1-c1ccc2c(-c3nc4c([nH]3)CCNC4)n[nH]c2c1, CCN(C(C)C)C(C)C, CN(C)C=O, O=Cc1ccc2ncccc2c1. The product is CCc1cc(O)c(F)cc1-c1ccc2c(-c3nc4c([nH]3)CCN(Cc3ccc5ncccc5c3)C4)n[nH]c2c1. RXN SMILES: [BrH:1].[BrH:2].[BrH:3].[C:53]([OH:54])(=[O:55])[CH3:56].[CH2:4]([CH3:5])[c:6]1[c:7](-[c:14]2[cH:15][cH:16][c:17]3[c:18](-[c:23]4[nH:24][c:25]5[c:26]([n:31]4)[CH2:27][NH:28][CH2:29][CH2:30]5)[n:19][nH:20][c:21]3[cH:22]2)[cH:8][c:9]([F:13])[c:10]([OH:12])[cH:11]1.[CH:44]([N:45]([CH2:46][CH3:47])[CH:48]([CH3:49])[CH3:50])([CH3:51])[CH3:52].[O:57]=[CH:58][N:59]([CH3:60])[CH3:61].[n:32]1[cH:33][cH:34][cH:35][c:36]2[cH:37][c:38]([CH:42]=[O:43])[cH:39][cH:40][c:41]12>>[CH2:4]([CH3:5])[c:6]1[c:7](-[c:14]2[cH:15][cH:16][c:17]3[c:18](-[c:23]4[nH:24][c:25]5[c:26]([n:31]4)[CH2:27][N:28]([CH2:42][c:38]4[cH:37][c:36]6[cH:35][cH:34][cH:33][n:32][c:41]6[cH:40][cH:39]4)[CH2:29][CH2:30]5)[n:19][nH:20][c:21]3[cH:22]2)[cH:8][c:9]([F:13])[c:10]([OH:12])[cH:11]1. The reactants are NC1CCC=2C=CC=C(C2C1)CN1C(OC2=C1C=C(C(=C2)S(=O)(=O)NC2=NC=NS2)F)=O (3-((7-amino-5,6,7,8-tetrahydronaphthalen-1-yl)methyl)-5-fluoro-2-oxo-N-(1,2,4-thiadiazol-5-yl)-2,3-dihydrobenzo[d]oxazole-6-sulfonamide), ClC(=O)OC (METHYL CHLOROFORMATE), CN1CCCC1=O (NMP), CCN(C(C)C)C(C)C (DIPEA). Solvent: CO (MeOH), O.CS(=O)C (H2O DMSO). Product: S1N=CN=C1NS(=O)(=O)C1=CC2=C(N(C(O2)=O)CC=2C=CC=C3CCC(CC23)NC(OC)=O)C=C1F (methyl (8-((6-(N-(1,2,4-thiadiazol-5-yl)sulfamoyl)-5-fluoro-2-oxobenzo[d]oxazol-3(2H)-yl)methyl)-1,2,3,4-tetrahydronaphthalen-2-yl)carbamate). As a reaction SMILES: [NH2:1][CH:2]1[CH2:11][C:10]2[C:9]([CH2:12][N:13]3[C:17]4[CH:18]=[C:19]([F:31])[C:20]([S:22]([NH:25][C:26]5[S:30][N:29]=[CH:28][N:27]=5)(=[O:24])=[O:23])=[CH:21][C:16]=4[O:15][C:14]3=[O:32])=[CH:8][CH:7]=[CH:6][C:5]=2[CH2:4][CH2:3]1.CN1C(=O)CCC1.CCN(C(C)C)C(C)C.Cl[C:50]([O:52][CH3:53])=[O:51]>CO.O.CS(C)=O>[S:30]1[C:26]([NH:25][S:22]([C:20]2[C:19]([F:31])=[CH:18][C:17]3[N:13]([CH2:12][C:9]4[CH:8]=[CH:7][CH:6]=[C:5]5[C:10]=4[CH2:11][CH:2]([NH:1][C:50](=[O:51])[O:52][CH3:53])[CH2:3][CH2:4]5)[C:14](=[O:32])[O:15][C:16]=3[CH:21]=2)(=[O:24])=[O:23])=[N:27][CH:28]=[N:29]1 |f:5.6|. Reported procedure: To a vial was added a single enantiomer (R or S) of 3-((7-amino-5,6,7,8-tetrahydronaphthalen-1-yl)methyl)-5-fluoro-2-oxo-N-(1,2,4-thiadiazol-5-yl)-2,3-dihydrobenzo[d]oxazole-6-sulfonamide (20-4) (19 mg, 0.037 mmol), then NMP (0.6 ml), DIPEA (30 μL, 0.172 mmol), and finally METHYL CHLOROFORMATE (12.30 μL, 0.159 mmol). The reaction mixture was then capped (not under N2) & stirred at room temperature. Followed by LC/MS. After 10 min at room temperature the reaction mixture was diluted with MeOH/dro... Reactants: COc1cc2ncnc(C3CCN(C(=O)Nc4ccc(C5=CCN(C(=O)OC(C)(C)C)CC5)cc4)CC3)c2cc1OC, CO. The product is COc1cc2ncnc(C3CCN(C(=O)Nc4ccc(C5CCN(C(=O)OC(C)(C)C)CC5)cc4)CC3)c2cc1OC. As a reaction SMILES: [C:1]([CH3:2])([CH3:3])([CH3:4])[O:5][C:6](=[O:7])[N:8]1[CH2:9][CH2:10][C:11]([c:14]2[cH:15][cH:16][c:17]([NH:20][C:21](=[O:22])[N:23]3[CH2:24][CH2:25][CH:26]([c:29]4[n:30][cH:31][n:32][c:33]5[cH:34][c:35]([O:41][CH3:42])[c:36]([O:39][CH3:40])[cH:37][c:38]45)[CH2:27][CH2:28]3)[cH:18][cH:19]2)=[CH:12][CH2:13]1.[CH3:43][OH:44]>>[C:1]([CH3:2])([CH3:3])([CH3:4])[O:5][C:6](=[O:7])[N:8]1[CH2:9][CH2:10][CH:11]([c:14]2[cH:15][cH:16][c:17]([NH:20][C:21](=[O:22])[N:23]3[CH2:24][CH2:25][CH:26]([c:29]4[n:30][cH:31][n:32][c:33]5[cH:34][c:35]([O:41][CH3:42])[c:36]([O:39][CH3:40])[cH:37][c:38]45)[CH2:27][CH2:28]3)[cH:18][cH:19]2)[CH2:12][CH2:13]1. Reactants: C(Cl)Cl (DCM), C(=O)([O-])[O-].[Na+].[Na+] (Na2CO3), COC1=CC=C(C=C1)O (4-methoxy-phenol), ClC=1C=CC(=C(C=O)C1)F (5-chloro-2-fluoro-benzaldehyde). Solvent: O (water), CN(C(C)=O)C (N,N-Dimethylacetamide). Product: ClC=1C=CC(=C(C=O)C1)OC1=CC=C(C=C1)OC (5-chloro-2-(4-methoxy-phenoxy)-benzaldehyde). The yield is 60.9%. Reaction SMILES: C([O-])([O-])=O.[Na+].[Na+].[CH3:7][O:8][C:9]1[CH:14]=[CH:13][C:12]([OH:15])=[CH:11][CH:10]=1.[Cl:16][C:17]1[CH:18]=[CH:19][C:20](F)=[C:21]([CH:24]=1)[CH:22]=[O:23].C(Cl)Cl>CN(C)C(=O)C.O>[Cl:16][C:17]1[CH:18]=[CH:19][C:20]([O:15][C:12]2[CH:13]=[CH:14][C:9]([O:8][CH3:7])=[CH:10][CH:11]=2)=[C:21]([CH:24]=1)[CH:22]=[O:23] |f:0.1.2|. Reported procedure: At the room temperature, anhydrous Na2CO3 (16 g, 0.15 mol) was added into a mixture of 4-methoxy-phenol (14.8 g, 0.12 mol) and 5-chloro-2-fluoro-benzaldehyde (16 g, 0.10 mol) in N,N-Dimethylacetamide (100 mL). After the mixture was refluxed for 3 h, it was cooled to room temperature. Then DCM and water were added. The organic phase was separated, washed with aqueous NaOH (1 N) and brine, dried over anhydrous Na2SO4 and concentrated to give the title compound (16 g). Reactants: N#Cc1cccc(C=CC(=O)O)c1, O=C(Cl)C(=O)Cl, ClCCl, CN(C)C=O. Yields the product N#Cc1cccc(C=CC(=O)O)c1, [Cl-]. RXN SMILES: [C:7](#[N:8])[c:9]1[cH:10][c:11]([CH:15]=[CH:16][C:17](=[O:18])[OH:19])[cH:12][cH:13][cH:14]1.[Cl:1][C:2]([C:3]([Cl:4])=[O:5])=[O:6].[Cl:25][CH2:26][Cl:27].[O:20]=[CH:21][N:22]([CH3:23])[CH3:24]>>[C:7](#[N:8])[c:9]1[cH:10][c:11]([CH:15]=[CH:16][C:17](=[O:18])[OH:19])[cH:12][cH:13][cH:14]1.[Cl-:1]. Reactants: N1=CC(=CC2=CC=CC=C12)N1CCC2(CCCN(C2=O)CC2=CN(C3=CC=CC=C23)S(=O)(=O)C2=CC=C(C)C=C2)CC1 (9-(quinolin-3-yl)-2-((1-tosyl-1H-indol-3-yl)methyl)-2,9-diazaspiro[5.5]undecan-1-one), C(=O)([O-])[O-].[Cs+].[Cs+] (Cs2CO3). Run in CO (methanol), C(C)(=O)OCC (ethyl acetate). The product is N1C=C(C2=CC=CC=C12)CN1C(C2(CCC1)CCN(CC2)C=2C=NC1=CC=CC=C1C2)=O (2-((1H-indol-3-yl)methyl)-9-(quinolin-3-yl)-2,9-diazaspiro[5.5]undecan-1-one). Yield: 73.0%. As a reaction SMILES: [N:1]1[C:10]2[C:5](=[CH:6][CH:7]=[CH:8][CH:9]=2)[CH:4]=[C:3]([N:11]2[CH2:42][CH2:41][C:14]3([C:19](=[O:20])[N:18]([CH2:21][C:22]4[C:30]5[C:25](=[CH:26][CH:27]=[CH:28][CH:29]=5)[N:24](S(C5C=CC(C)=CC=5)(=O)=O)[CH:23]=4)[CH2:17][CH2:16][CH2:15]3)[CH2:13][CH2:12]2)[CH:2]=1.C([O-])([O-])=O.[Cs+].[Cs+]>CO.C(OCC)(=O)C>[NH:24]1[C:25]2[C:30](=[CH:29][CH:28]=[CH:27][CH:26]=2)[C:22]([CH2:21][N:18]2[CH2:17][CH2:16][CH2:15][C:14]3([CH2:13][CH2:12][N:11]([C:3]4[CH:2]=[N:1][C:10]5[C:5]([CH:4]=4)=[CH:6][CH:7]=[CH:8][CH:9]=5)[CH2:42][CH2:41]3)[C:19]2=[O:20])=[CH:23]1 |f:1.2.3|. Reported procedure: The mixture of 9-(quinolin-3-yl)-2-((1-tosyl-1H-indol-3-yl)methyl)-2,9-diazaspiro[5.5]undecan-1-one (60 mg, 0.1 mmol) and Cs2CO3 (150 mg, 0.46 mmol) in methanol (2 mL) was heated under reflux for 18 h. The reaction mixture was diluted with ethyl acetate and washed with water and brine and dried over anhydrous sodium sulfate, filtered and concentrated under reduced pressure to afford the title compound (31 mg, 71%). [1H NMR (600 MHz, DMSO-d6) ♀ ppm 10.94 (br. s., 1H), 8.86 (d, 1H), 7.86-7.83 (m, ...